From a dataset of the Open Reaction Database (ORD), a public repository of structured organic reaction records. describe an organic reaction: reactants, conditions, products, and yield Yields the product C(C)OC(C(CC1=CC(=CC=C1)OCCC1=CC=C(C=C1)OS(=O)(=O)C)OCC)=O (2-ethoxy-3-{3-[2-(4-methanesulfonyloxyphenyl)ethoxy]phenyl}propanoic acid ethyl ester). Run in C(C)(=O)OCC (ethyl acetate). Isolated yield 93.0%. As a reaction SMILES: [CH2:1]([O:3][C:4](=[O:30])[C:5]([O:27][CH2:28][CH3:29])=[CH:6][C:7]1[CH:12]=[CH:11][CH:10]=[C:9]([O:13][CH2:14][CH2:15][C:16]2[CH:21]=[CH:20][C:19]([O:22][S:23]([CH3:26])(=[O:25])=[O:24])=[CH:18][CH:17]=2)[CH:8]=1)[CH3:2].C(O)(=O)C>C(OCC)(=O)C.[Pd]>[CH2:1]([O:3][C:4](=[O:30])[CH:5]([O:27][CH2:28][CH3:29])[CH2:6][C:7]1[CH:12]=[CH:11][CH:10]=[C:9]([O:13][CH2:14][CH2:15][C:16]2[CH:17]=[CH:18][C:19]([O:22][S:23]([CH3:26])(=[O:25])=[O:24])=[CH:20][CH:21]=2)[CH:8]=1)[CH3:2]. Reactants: C(C)OC(C(=CC1=CC(=CC=C1)OCCC1=CC=C(C=C1)OS(=O)(=O)C)OCC)=O (2-Ethoxy-3-{3-[2-(4-methanesulfonyloxyphenyl)ethoxy]phenyl}acrylic acid ethyl ester), C(C)(=O)O (acetic acid). Reported procedure: 2-Ethoxy-3-{3-[2-(4-methanesulfonyloxyphenyl)ethoxy]phenyl}acrylic acid ethyl ester (3.69 g; 8.50 mmole) was hydrogenated for 3.5 hours at atmospheric pressure in ethyl acetate (70 ml) and acetic acid (0.5 ml) using Pd/C as catalyst and then filtered through hyflo. The solvent was evaporated in vacuo, dichloromethane and water were added and the phases were separated. The organic phase was dried (sodium sulfate), filtered and evaporated in vacuo to give 3.45 g (yield 93%) of 2-ethoxy-3-{3-[2-(4-... Reagents/catalysts: [Pd] (Pd/C). The reactants are FC(C=1N=CC(=NC1)N[C@H]1[C@@H]2CC[C@H](C1)N2C(=O)OC(C)(C)C)(F)F ((1S,2R,4R)-tert-butyl 2-((5-(trifluoromethyl)pyrazin-2-yl)amino)-7-azabicyclo[2.2.1]heptane-7-carboxylate), Cl (HCl). Solvent: CCOC(=O)C (EtOAc), O1CCOCC1 (dioxane). Conditions: time 2 hour. Yields the product FC(C=1N=CC(=NC1)N[C@H]1[C@@H]2CC[C@H](C1)N2)(F)F ((1S,2R,4R)—N-(5-(trifluoromethyl)pyrazin-2-yl)-7-azabicyclo[2.2.1]heptan-2-amine). RXN SMILES: [F:1][C:2]([F:25])([F:24])[C:3]1[N:4]=[CH:5][C:6]([NH:9][C@@H:10]2[CH2:15][C@@H:14]3[N:16](C(OC(C)(C)C)=O)[C@H:11]2[CH2:12][CH2:13]3)=[N:7][CH:8]=1.Cl>CCOC(C)=O.O1CCOCC1>[F:25][C:2]([F:1])([F:24])[C:3]1[N:4]=[CH:5][C:6]([NH:9][C@@H:10]2[CH2:15][C@@H:14]3[NH:16][C@H:11]2[CH2:12][CH2:13]3)=[N:7][CH:8]=1. Procedure: To the title compound of step A (200 mg, 0.6 mmol) in EtOAc (1 mL) was added 4M HCl in dioxane (3 mL). After 2 h, the reaction was concentrated, neutralized with 5% Na2CO3 (aq) and extracted with DCM (2×). The combined organics were dried (Na2SO4) to give the title compound of step B that was used without further purification. MS (ESI) mass calcd. for C11H13F3N4, 258.1; m/z found 259.1 [M+H]+. Procedure details: Into a 50-mL round-bottom flask purged and maintained with an inert atmosphere of nitrogen, was placed a solution of 4-nitrophenyl 4-(6,8-dichloro-2-methyl-1,2,3,4-tetrahydroisoquinolin-4-yl)phenylcarbamate (200 mg, 0.42 mmol, 1.00 equiv) in N,N-dimethylformamide (6 mL), a solution of diethyl aminomethylphosphonate (144 mg, 0.63 mmol, 1.50 equiv) in N,N-dimethylformamide (1 mL) and triethylamine (64 mg). The resulting solution was stirred overnight at room temperature. The reaction was then quen... The reactants are ClC=1C=C2C(CN(CC2=C(C1)Cl)C)C1=CC=C(C=C1)NC(OC1=CC=C(C=C1)[N+](=O)[O-])=O (4-nitrophenyl 4-(6,8-dichloro-2-methyl-1,2,3,4-tetrahydroisoquinolin-4-yl)phenylcarbamate), NCP(OCC)(OCC)=O (diethyl aminomethylphosphonate). Solvent: CN(C=O)C (N,N-dimethylformamide), C(C)N(CC)CC (triethylamine), CN(C=O)C (N,N-dimethylformamide). Conditions: time 8 hour. Reaction SMILES: [Cl:1][C:2]1[CH:3]=[C:4]2[C:9](=[C:10]([Cl:12])[CH:11]=1)[CH2:8][N:7]([CH3:13])[CH2:6][CH:5]2[C:14]1[CH:19]=[CH:18][C:17]([NH:20][C:21](=[O:32])OC2C=CC([N+]([O-])=O)=CC=2)=[CH:16][CH:15]=1.[NH2:33][CH2:34][P:35](=[O:42])([O:39][CH2:40][CH3:41])[O:36][CH2:37][CH3:38]>CN(C)C=O.C(N(CC)CC)C>[Cl:1][C:2]1[CH:3]=[C:4]2[C:9](=[C:10]([Cl:12])[CH:11]=1)[CH2:8][N:7]([CH3:13])[CH2:6][CH:5]2[C:14]1[CH:15]=[CH:16][C:17]([NH:20][C:21](=[O:32])[NH:33][CH2:34][P:35](=[O:42])([O:39][CH2:40][CH3:41])[O:36][CH2:37][CH3:38])=[CH:18][CH:19]=1. Product: ClC=1C=C2C(CN(CC2=C(C1)Cl)C)C1=CC=C(C=C1)NC(NCP(OCC)(OCC)=O)=O (diethyl (3-(4-(6,8-dichloro-2-methyl-1,2,3,4-tetrahydroisoquinolin-4-yl)phenyl)ureido)methylphosphonate). Starting materials: C(C)(C)(C)OC(NCC1CCN(CC1)C1=CC(=NC=C1)O)=O ((2′-Hydroxy-3,4,5,6-tetrahydro-2H-[1,4′]bipyridinyl-4-ylmethyl)-carbamic acid tert-butyl ester), C1(=CC=CC=C1)C (toluene). Solvent: C(Cl)Cl (CH2Cl2). Product: NCC1CCN(CC1)C1=CC(=NC=C1)O (4-Aminomethyl-3,4,5,6-tetrahydro-2H-[1,4′]bipyridinyl-2′-ol). RXN SMILES: C(OC(=O)[NH:7][CH2:8][CH:9]1[CH2:14][CH2:13][N:12]([C:15]2[CH:20]=[CH:19][N:18]=[C:17]([OH:21])[CH:16]=2)[CH2:11][CH2:10]1)(C)(C)C.C1(C)C=CC=CC=1>C(Cl)Cl>[NH2:7][CH2:8][CH:9]1[CH2:14][CH2:13][N:12]([C:15]2[CH:20]=[CH:19][N:18]=[C:17]([OH:21])[CH:16]=2)[CH2:11][CH2:10]1. Reported procedure: To a solution of 500 mg (2′-Hydroxy-3,4,5,6-tetrahydro-2H-[1,4′]bipyridinyl-4-ylmethyl)-carbamic acid tert-butyl ester in 5 ml CH2Cl2 3 ml TFA was added dropwise at 0° C. After 16 h 20 ml toluene were added and the solvent removed under reduced pressure to yield a brown foam. Reported procedure: Diisopropylethylamine (800 mg, 6.2 mmol) and (4-fluorophenyl)methanamine (400 mg, 3.2 mmol) was dropped into a solution of bis(trichloromethyl) carbonate (300 mg, 1 mmol) in anhydrous dichloromethane (30 mL) at −78° C., the mixture was stirred for 2 hours at room temperature. Then (6R,7aS)-6-Hydroxy-2-(4-trifluoromethoxy-phenyl)-hexahydro-pyrrolo[1,2-c]imidazol-3-one (example 1, step e) (50 mg, 0.165 mmol) was added into the mixture, the mixture was refluxed for 2 days. The mixture was cooled an... Run at time 2 hour. Run in ClCCl (dichloromethane), O (water). As a reaction SMILES: C(N(C(C)C)CC)(C)C.[F:10][C:11]1[CH:16]=[CH:15][C:14]([CH2:17][NH2:18])=[CH:13][CH:12]=1.[C:19](=[O:30])([O:25][C:26](Cl)(Cl)Cl)OC(Cl)(Cl)Cl.O[C@H]1[CH2:51][N:35]2[C:36](=[O:50])[N:37]([C:39]3[CH:44]=[CH:43][C:42]([O:45][C:46]([F:49])([F:48])[F:47])=[CH:41][CH:40]=3)[CH2:38][C@@H:34]2[CH2:33]1>ClCCl.O>[O:50]=[C:36]1[N:35]2[CH2:51][C@H:26]([O:25][C:19](=[O:30])[NH:18][CH2:17][C:14]3[CH:15]=[CH:16][C:11]([F:10])=[CH:12][CH:13]=3)[CH2:33][C@H:34]2[CH2:38][N:37]1[C:39]1[CH:40]=[CH:41][C:42]([O:45][C:46]([F:49])([F:47])[F:48])=[CH:43][CH:44]=1. Product: O=C1N(C[C@H]2N1C[C@@H](C2)OC(NCC2=CC=C(C=C2)F)=O)C2=CC=C(C=C2)OC(F)(F)F ((4-Fluoro-benzyl)-carbamic acid (6R,7aS)-3-oxo-2-(4-trifluoromethoxy-phenyl)-hexahydro-pyrrolo[1,2-c]imidazol-6-yl ester). Yield: 33.4%. Reactants: O[C@@H]1C[C@@H]2N(C(N(C2)C2=CC=C(C=C2)OC(F)(F)F)=O)C1 ((6R,7aS)-6-Hydroxy-2-(4-trifluoromethoxy-phenyl)-hexahydro-pyrrolo[1,2-c]imidazol-3-one), C(C)(C)N(CC)C(C)C (Diisopropylethylamine), FC1=CC=C(C=C1)CN ((4-fluorophenyl)methanamine), C(OC(Cl)(Cl)Cl)(OC(Cl)(Cl)Cl)=O (bis(trichloromethyl) carbonate). Product: C(C)(C)(C)[C@@H]1CC[C@H](CC1)OC=1C=C2C(=CC(=NC2=CC1)CN1CC(CC1)C(=O)O)C(F)(F)F (1-[6-(trans-4-tert-Butyl-cyclohexyloxy)-4-trifluoromethyl-quinolin-2-ylmethyl]-pyrrolidine-3-carboxylic acid). Procedure details: Synthesized as per 1-[6-(trans-4-tert-Butyl-cyclohexyloxy)-4-trifluoromethyl-quinolin-2-ylmethyl]-azetidine-3-carboxylic acid (Example 168) using the appropriate amine. ESI-MS(M+H+): 479.2; 1H NMR (400 MHz, METHANOL-d4) Shift 8.17 (d, J=9.29 Hz, 1H), 7.85 (s, 1H), 7.58 (dd, J=2.38, 9.41 Hz, 1H), 7.39 (br. s., 1H), 4.85 (br. s., 2H), 4.32-4.44 (m, 1H), 3.39-3.53 (m, 1H), 2.51 (br. s., 1H), 2.41 (br. s., 1H), 2.27 (d, J=10.79 Hz, 2H), 1.86-1.99 (m, 2H), 1.34-1.55 (m, 2H), 1.19-1.34 (m, 2H), 1.03-1... Reaction SMILES: [C:1]([C@H:5]1[CH2:10][CH2:9][C@H:8]([O:11][C:12]2[CH:13]=[C:14]3[C:19](=[CH:20][CH:21]=2)[N:18]=[C:17]([CH2:22][N:23]2[CH2:26][CH:25]([C:27]([OH:29])=[O:28])[CH2:24]2)[CH:16]=[C:15]3[C:30]([F:33])([F:32])[F:31])[CH2:7][CH2:6]1)([CH3:4])([CH3:3])[CH3:2].[C:34](O)(C(F)(F)F)=O>>[C:1]([C@H:5]1[CH2:10][CH2:9][C@H:8]([O:11][C:12]2[CH:13]=[C:14]3[C:19](=[CH:20][CH:21]=2)[N:18]=[C:17]([CH2:22][N:23]2[CH2:34][CH2:24][CH:25]([C:27]([OH:29])=[O:28])[CH2:26]2)[CH:16]=[C:15]3[C:30]([F:33])([F:32])[F:31])[CH2:7][CH2:6]1)([CH3:3])([CH3:2])[CH3:4]. Starting materials: C(C)(C)(C)[C@@H]1CC[C@H](CC1)OC=1C=C2C(=CC(=NC2=CC1)CN1CC(C1)C(=O)O)C(F)(F)F (1-[6-(trans-4-tert-Butyl-cyclohexyloxy)-4-trifluoromethyl-quinolin-2-ylmethyl]-azetidine-3-carboxylic acid), amine, C(=O)(C(F)(F)F)O (TFA). Reactants: C12(CC3CC(CC(C1)C3)C2)CO (adamantan-1-ylmethanol), C1CC(CCC12CCCCC2)O (spiro[5.5]undecan-3-ol), ClC=1C(=CC(=C(C(=O)NS(=O)(=O)C)C1)F)F (5-chloro-2,4-difluoro-N-(methylsulfonyl)benzamide), ClC=1C(=CC(=C(C(=O)NS(N(C)C)(=O)=O)C1)F)F (5-chloro-N—(N,N-dimethylsulfamoyl)-2,4-difluorobenzamide). The product is ClC=1C(=CC(=C(C(=O)NS(N(C)C)(=O)=O)C1)F)OC1CCC2(CC1)CCCCC2 (5-chloro-N—(N,N-dimethylsulfamoyl)-2-fluoro-4-(spiro[5.5]undecan-3-yloxy)benzamide), solid. Yield: 7.0%. RXN SMILES: ClC1C(F)=CC(F)=C(C=1)C(NS(C)(=O)=O)=O.[Cl:17][C:18]1[C:19](F)=[CH:20][C:21]([F:33])=[C:22]([CH:32]=1)[C:23]([NH:25][S:26](=[O:31])(=[O:30])[N:27]([CH3:29])[CH3:28])=[O:24].C12(CO)CC3CC(CC(C3)C1)C2.[CH2:47]1[C:52]2([CH2:57][CH2:56][CH2:55][CH2:54][CH2:53]2)[CH2:51][CH2:50][CH:49]([OH:58])[CH2:48]1>>[Cl:17][C:18]1[C:19]([O:58][CH:49]2[CH2:48][CH2:47][C:52]3([CH2:53][CH2:54][CH2:55][CH2:56][CH2:57]3)[CH2:51][CH2:50]2)=[CH:20][C:21]([F:33])=[C:22]([CH:32]=1)[C:23]([NH:25][S:26](=[O:31])(=[O:30])[N:27]([CH3:29])[CH3:28])=[O:24]. Reported procedure: Following the procedure as described in Example 8 and making variations as required to replace 5-chloro-2,4-difluoro-N-(methylsulfonyl)benzamide with 5-chloro-N—(N,N-dimethylsulfamoyl)-2,4-difluorobenzamide and adamantan-1-ylmethanol with spiro[5.5]undecan-3-ol, the title compound was obtained as a colorless solid (0.03 g, 7%). 1H NMR (300 MHz, DMSO-d6) δ 11.73 (s, 1H), 7.72 (d, J=7.6 Hz, 1H), 7.29 (d, J=12.6 Hz, 1H), 4.68-4.60 (m, 1H), 2.86 (s, 6H), 1.84-1.74 (m, 2H), 1.66-1.51 (m, 4H), 1.39-1....